This data is from the Open Reaction Database (ORD), a public repository of structured organic reaction records. The task is: describe an organic reaction: reactants, conditions, products, and yield The reactants are 300, 8,9-limonene oxide, [OH-].[Ca+2].[OH-] (calcium hydroxide), C1=C(O)C(C)=CC=C1C(C)C (carvacrol). Reaction conditions: temperature 222.5 celsius. Yields the product C1(=CCC(CC1)C(=C)CO)C (1,8-p-menthadien-10-ol). As a reaction SMILES: [OH-:1].[Ca+2].[OH-].[CH:4]1[C:11]([CH:12]([CH3:14])[CH3:13])=[CH:10][CH:9]=[C:7]([CH3:8])[C:5]=1O>>[C:7]1([CH3:8])[CH2:9][CH2:10][CH:11]([C:12]([CH2:14][OH:1])=[CH2:13])[CH2:4][CH:5]=1 |f:0.1.2|. Procedure details: A mixture of 300 parts of 8,9-limonene oxide, 6 parts of calcium hydroxide and 6 parts of carvacrol was refluxed at 215-230° C. for 2 hours in a three-necked flask equipped agitator, Dean-Stark trap, and temperature probe. After cooling and filtration 290 parts of the mixture containing 30% of unreacted epoxide and 43% 1,8-p-menthadien-10-ol (61% selectivity) was obtained. Reactants: C1(=CC=C(C=C1)S(=O)(=O)OCCC1(CC1)OC1OCCCC1)C (2-[1-(2-p-Toluenesulphonyloxyethyl)cyclopropyloxy]tetrahydro-4H-pyran), C1(=CC=C(C=C1)S(=O)(=O)OCCC1(CC1)OC1OCCCC1)C (2-[1-(2-p-Toluenesulphonyloxyethyl)cyclopropyloxy]tetrahydro-4H-pyran), CC(C)([O-])C.[K+] (potassium tert-butoxide), C1(=CC=CC=C1)S (thiophenol). Run in CN(C=O)C (N,N-dimethylformamide). Yields the product C1(=CC=CC=C1)SCCC1(CC1)OC1OCCCC1 (2-[1-(2-phenylthioethyl)cyclopropyloxy]tetrahydro-4H-pyran). As a reaction SMILES: C1(C)C=CC(S(O[CH2:11][CH2:12][C:13]2([O:16][CH:17]3[CH2:22][CH2:21][CH2:20][CH2:19][O:18]3)[CH2:15][CH2:14]2)(=O)=O)=CC=1.CC(C)([O-])C.[K+].[C:30]1([SH:36])[CH:35]=[CH:34][CH:33]=[CH:32][CH:31]=1>CN(C)C=O>[C:30]1([S:36][CH2:11][CH2:12][C:13]2([O:16][CH:17]3[CH2:22][CH2:21][CH2:20][CH2:19][O:18]3)[CH2:14][CH2:15]2)[CH:35]=[CH:34][CH:33]=[CH:32][CH:31]=1 |f:1.2|. Procedure details: 2-[1-(2-p-Toluenesulphonyloxyethyl)cyclopropyloxy]tetrahydro-4H-pyran (Compound 4) (1.30 g) was dissolved in a premixed, stirred solution of potassium tert-butoxide (0.45 g) and thiophenol (0.50 g) in N,N-dimethylformamide (10 ml) at room temperature. After a few minutes a precipitate started forming, and after 30 minutes the mixture was partitioned between ether (50 ml) and water. The organic layer was washed consecutively with 2N sodium hydroxide solution, water, and brine. Drying and concentr... Reaction SMILES: [O:1]([C:8]1[CH:13]=[CH:12][C:11]([CH2:14][C:15]([OH:17])=[O:16])=[CH:10][CH:9]=1)[C:2]1[CH:7]=[CH:6][CH:5]=[CH:4][CH:3]=1.[C:18]1(C)C=CC(S(O)(=O)=O)=C[CH:19]=1>C(O)C>[O:1]([C:8]1[CH:9]=[CH:10][C:11]([CH2:14][C:15]([O:17][CH2:18][CH3:19])=[O:16])=[CH:12][CH:13]=1)[C:2]1[CH:3]=[CH:4][CH:5]=[CH:6][CH:7]=1. The yield is 404.9%. Run in C(C)O (ethanol). Reported procedure: To a suspension of (4′-phenoxyphenyl)acetic acid (0.456 g) in 4 ml of ethanol is added para-toluensulfonic acid (0.076 g) and the resulting mixture is refluxed for 2 hours. The solvent is evaporated off, the residue is dissolved in diethyl ether and the organic phase is washed with saturated aqueous solution of sodium hydrogencarbonate and then with brine. The organic phase is dried over sodium sulfate and concentrated to dryness to give 0.458 g of the product as a brown oil. Reactants: O(C1=CC=CC=C1)C1=CC=C(C=C1)CC(=O)O ((4′-phenoxyphenyl)acetic acid), C1(=CC=C(C=C1)S(=O)(=O)O)C (para-toluensulfonic acid). Product: O(C1=CC=CC=C1)C1=CC=C(C=C1)CC(=O)OCC (Ethyl (4′-Phenoxyphenyl)acetate).